Dataset: the Open Reaction Database (ORD), a public repository of structured organic reaction records. Task: describe an organic reaction: reactants, conditions, products, and yield Starting materials: C(C)OC(CC1=CC(=CC=C1)S)=O ((3-mercapto-phenyl)-acetic acid ethyl ester), ClCC(C)=O (chloroacetone). The product is C(C)OC(CC1=CC(=CC=C1)SCC(C)=O)=O ([3-(2-Oxo-propylsulfanyl)-phenyl]-acetic acid ethyl ester). RXN SMILES: [CH2:1]([O:3][C:4](=[O:13])[CH2:5][C:6]1[CH:11]=[CH:10][CH:9]=[C:8]([SH:12])[CH:7]=1)[CH3:2].Cl[CH2:15][C:16](=[O:18])[CH3:17]>>[CH2:1]([O:3][C:4](=[O:13])[CH2:5][C:6]1[CH:11]=[CH:10][CH:9]=[C:8]([S:12][CH2:15][C:16](=[O:18])[CH3:17])[CH:7]=1)[CH3:2]. Procedure details: Prepared according to the procedure described in Example 42, Step 1, using the following starting materials: (3-mercapto-phenyl)-acetic acid ethyl ester and chloroacetone. Reactants: OC1=C(C=C(C=C1)[C@@H]1CC(CC1)=O)C(F)(F)F ((S)-3-(4-hydroxy-3-trifluoromethyl-phenyl)-cyclopentanone), amine, ketone, FC1=C(C=C(C=C1)[C@@H](C)N)OC ((R)-1-(4-fluoro-3-methoxyphenyl)-ethylamine). Product: FC1=C(C=C(C=C1)[C@@H](C)NC1C[C@H](CC1)C1=CC(=C(C=C1)O)C(F)(F)F)OC (4-[(1S)-3-[[(1R)-1-(4-fluoro-3-methoxy-phenyl)ethyl]amino]cyclopentyl]-2-(trifluoromethyl)phenol). Reaction SMILES: [OH:1][C:2]1[CH:7]=[CH:6][C:5]([C@H:8]2[CH2:12][CH2:11][C:10](=O)[CH2:9]2)=[CH:4][C:3]=1[C:14]([F:17])([F:16])[F:15].[F:18][C:19]1[CH:24]=[CH:23][C:22]([C@H:25]([NH2:27])[CH3:26])=[CH:21][C:20]=1[O:28][CH3:29]>>[F:18][C:19]1[CH:24]=[CH:23][C:22]([C@H:25]([NH:27][CH:10]2[CH2:11][CH2:12][C@H:8]([C:5]3[CH:6]=[CH:7][C:2]([OH:1])=[C:3]([C:14]([F:17])([F:16])[F:15])[CH:4]=3)[CH2:9]2)[CH3:26])=[CH:21][C:20]=1[O:28][CH3:29]. Procedure details: General procedure A was followed using (S)-3-(4-hydroxy-3-trifluoromethyl-phenyl)-cyclopentanone (Preparation 10) as the ketone and (R)-1-(4-fluoro-3-methoxyphenyl)-ethylamine as the amine. 1H NMR (300 MHz, DMSO) δ 10.22 (bs, 1H), 7.39-7.20 (m, 2H), 7.19-7.04 (m, 2H), 6.96-6.84 (m, 2H), 3.82 (s, 3H), 3.73 (q, 1H), 3.26-2.79 (m, 2H), 2.24-1.27 (m, 7H), 1.23 (d, 3H). Starting materials: C1CCOC1, CCCS(=O)(=O)N(Cc1ccc(OCC(=O)OCC)c(C)c1)c1cccc(-c2ccc(C(F)(F)F)cc2)c1, CO, [Na+], [OH-]. Product: CCCS(=O)(=O)N(Cc1ccc(OCC(=O)O)c(C)c1)c1cccc(-c2ccc(C(F)(F)F)cc2)c1. RXN SMILES: [CH2:43]1[O:44][CH2:45][CH2:46][CH2:47]1.[CH3:1][c:2]1[c:3]([O:4][CH2:5][C:6](=[O:7])[O:8][CH2:9][CH3:10])[cH:11][cH:12][c:13]([CH2:15][N:16]([c:17]2[cH:18][c:19](-[c:23]3[cH:24][cH:25][c:26]([C:29]([F:30])([F:31])[F:32])[cH:27][cH:28]3)[cH:20][cH:21][cH:22]2)[S:33](=[O:34])(=[O:35])[CH2:36][CH2:37][CH3:38])[cH:14]1.[CH3:41][OH:42].[Na+:40].[OH-:39]>>[CH3:1][c:2]1[c:3]([O:4][CH2:5][C:6](=[O:7])[OH:8])[cH:11][cH:12][c:13]([CH2:15][N:16]([c:17]2[cH:18][c:19](-[c:23]3[cH:24][cH:25][c:26]([C:29]([F:30])([F:31])[F:32])[cH:27][cH:28]3)[cH:20][cH:21][cH:22]2)[S:33](=[O:34])(=[O:35])[CH2:36][CH2:37][CH3:38])[cH:14]1. Starting materials: C1CCOC1, CCCCCC, O=C=NCc1ccc(Cl)c(Cl)c1, Nc1cccc2[nH]ccc12. Product: O=C(NCc1ccc(Cl)c(Cl)c1)Nc1cccc2[nH]ccc12. Reaction SMILES: [CH2:29]1[O:30][CH2:31][CH2:32][CH2:33]1.[CH3:23][CH2:24][CH2:25][CH2:26][CH2:27][CH3:28].[Cl:11][c:12]1[c:13]([Cl:22])[cH:14][c:15]([CH2:18][N:19]=[C:20]=[O:21])[cH:16][cH:17]1.[NH2:1][c:2]1[c:3]2[cH:4][cH:5][nH:6][c:7]2[cH:8][cH:9][cH:10]1>>[NH:1]([c:2]1[c:3]2[cH:4][cH:5][nH:6][c:7]2[cH:8][cH:9][cH:10]1)[C:20]([NH:19][CH2:18][c:15]1[cH:14][c:13]([Cl:22])[c:12]([Cl:11])[cH:17][cH:16]1)=[O:21]. Starting materials: OO (H2O2), [N+]1(=NC(=NC2=C1C=C1CCCC1=C2)N)[O-] (7,8-Dihydro-6H-indeno[5,6-e][1,2,4]triazin-3-amine 1-Oxide), N (NH3). Solvent: CC(=O)O (HOAc). Conditions: temperature 50 celsius, time 96 hour. The product is [N+]1(=NC(=[N+](C2=C1C=C1CCCC1=C2)[O-])N)[O-] (7,8-Dihydro-6H-indeno[5,6-e][1,2,4]triazin-3-amine 1,4-Dioxide). Isolated yield 14.7%. Reaction SMILES: [OH:1]O.[N+:3]1([O-:17])[C:8]2[CH:9]=[C:10]3[C:14](=[CH:15][C:7]=2[N:6]=[C:5]([NH2:16])[N:4]=1)[CH2:13][CH2:12][CH2:11]3.N>CC(O)=O>[N+:3]1([O-:17])[C:8]2[CH:9]=[C:10]3[C:14](=[CH:15][C:7]=2[N+:6]([O-:1])=[C:5]([NH2:16])[N:4]=1)[CH2:13][CH2:12][CH2:11]3. Procedure: H2O2 (70%, 5.0 mL, ca. 99.4 mmol) was added dropwise to a stirred solution of 1-oxide 19 (2.0 g, 9.9 mmol) in HOAc (30 mL) and the solution was stirred at 50° C. for 96 h. The mixture was cooled to 0° C., neutralised with dilute aqueous NH3 solution and the mixture stirred vigorously for 30 min, then extracted with CHCl3 (4×50 mL). The combined organic fraction was dried and the solvent evaporated. The residue was purified by chromatography, eluting with a gradient (0-5%) of MeOH/DCM, to give 1,... Product: BrC=1C=CC=2N(C1)C=C(N2)C(=O)NCC2=C(C=CC(=C2)OC(F)(F)F)F (6-Bromo-N-(2-fluoro-5-(trifluoromethoxy)benzyl)imidazo[1,2-a]pyridine-2-carboxamide). The reactants are Intermediate I, FC1=C(C=C(C=C1)OC(F)(F)F)CN ((2-fluoro-5-(trifluoromethoxy)phenyl)methanamine), BrC=1C=CC=2N(C1)C=C(N2)C(=O)OCC (ethyl 6-bromoimidazo[1,2-a]pyridine-2-carboxylate). As a reaction SMILES: [F:1][C:2]1[CH:7]=[CH:6][C:5]([O:8][C:9]([F:12])([F:11])[F:10])=[CH:4][C:3]=1[CH2:13][NH2:14].[Br:15][C:16]1[CH:17]=[CH:18][C:19]2[N:20]([CH:22]=[C:23]([C:25](OCC)=[O:26])[N:24]=2)[CH:21]=1>>[Br:15][C:16]1[CH:17]=[CH:18][C:19]2[N:20]([CH:22]=[C:23]([C:25]([NH:14][CH2:13][C:3]3[CH:4]=[C:5]([O:8][C:9]([F:11])([F:12])[F:10])[CH:6]=[CH:7][C:2]=3[F:1])=[O:26])[N:24]=2)[CH:21]=1. Procedure details: The title compound was prepared by essentially following the same procedures described for Intermediate I, using (2-fluoro-5-(trifluoromethoxy)phenyl)methanamine and ethyl 6-bromoimidazo[1,2-a]pyridine-2-carboxylate as starting materials. The reactants are [Si](C)(C)(C)OS(=O)(=O)C(F)(F)F (TMSOTf), C/C(=N\[Si](C)(C)C)/O[Si](C)(C)C (N,O-Bis(trimethylsilyl)acetamide), N1C(=O)NC(=O)C=C1 (uracil), Compound 54, CCOC(=O)C (EtOAc). The solvent is C(C)#N (acetonitrile), O (H2O). Run at time 30 minute. Yields the product CC(=O)CC(=O)CC(=O)O (triacetate). Reaction SMILES: [CH3:1]/[C:2](/[O:8][Si](C)(C)C)=N\[Si](C)(C)C.N1C=[CH:19][C:17](=[O:18])NC1=O.[Si](OS(C(F)(F)F)(=O)=O)(C)(C)C.CC[O:35][C:36]([CH3:38])=[O:37]>C(#N)C.O>[CH3:1][C:2]([CH2:19][C:17]([CH2:38][C:36]([OH:35])=[O:37])=[O:18])=[O:8]. Procedure details: N,O-Bis(trimethylsilyl)acetamide (BSA, 54.7 mL, 224 mmol) was added to a stirred suspension of uracil (10.2 g, 90.7 mmol) and Compound 54 (31.1 g, 60.4 mmoles) in dry acetonitrile (300 mL). After stirring at rt for 30 min a clear solution was observed, and the reaction was cooled to 0° C. under nitrogen. Trimethylsilyfluoromethanesulfonate (TMSOTf, 21.9 mL, 121 mmol) was added and after the reaction was stirred at rt for 15 min, it was transferred to a preheated oil bath at 80° C. After stirring... Starting materials: BrC1=CN=C2C(=N1)N(C=N2)C=2C=C1C=CNC1=CC2 (6-bromo-1-(1H-indol-5-yl)-1H-imidazo[4,5-b]pyrazine), COC=1C=C(C=C(C1OC)OC)B(O)O (3,4,5-trimethoxyphenylboronic acid), C(=O)([O-])[O-].[Na+].[Na+] (Na2CO3). The reagents and catalysts are Cl[Pd]([P](C1=CC=CC=C1)(C2=CC=CC=C2)C3=CC=CC=C3)([P](C4=CC=CC=C4)(C5=CC=CC=C5)C6=CC=CC=C6)Cl (bis(triphenylphosphine)-palladium(II) dichloride). The solvent is Pteridines, CC#N (CH3CN), CN(C)C=O (DMF). Conditions: temperature 150 celsius. Yields the product N1C=CC2=CC(=CC=C12)N1C=NC=2C1=NC(=CN2)C2=CC(=C(C(=C2)OC)OC)OC (1-(1H-indol-5-yl)-6-(3,4,5-trimethoxyphenyl)-1H-imidazo[4,5-b]pyrazine). As a reaction SMILES: Br[C:2]1[N:7]=[C:6]2[N:8]([C:11]3[CH:12]=[C:13]4[C:17](=[CH:18][CH:19]=3)[NH:16][CH:15]=[CH:14]4)[CH:9]=[N:10][C:5]2=[N:4][CH:3]=1.[CH3:20][O:21][C:22]1[CH:23]=[C:24](B(O)O)[CH:25]=[C:26]([O:30][CH3:31])[C:27]=1[O:28][CH3:29].C([O-])([O-])=O.[Na+].[Na+]>CN(C=O)C.CC#N.Cl[Pd](Cl)([P](C1C=CC=CC=1)(C1C=CC=CC=1)C1C=CC=CC=1)[P](C1C=CC=CC=1)(C1C=CC=CC=1)C1C=CC=CC=1>[NH:16]1[C:17]2[C:13](=[CH:12][C:11]([N:8]3[C:6]4=[N:7][C:2]([C:24]5[CH:25]=[C:26]([O:30][CH3:31])[C:27]([O:28][CH3:29])=[C:22]([O:21][CH3:20])[CH:23]=5)=[CH:3][N:4]=[C:5]4[N:10]=[CH:9]3)=[CH:19][CH:18]=2)[CH:14]=[CH:15]1 |f:2.3.4,^1:51,70|. Procedure details: Following a method described in Pteridines, 2002, Vol. 13, 65-72, Intermediate BB was heated in anhydrous DMF at 175° C. for 15 min in a Personal Chemistry Optimizer. To the resulting 6-bromo-1-(1H-indol-5-yl)-1H-imidazo[4,5-b]pyrazine 1 in CH3CN (1 mL) in a microwave reaction vial was added 3,4,5-trimethoxyphenylboronic acid (30 mg, 0.14 mmol), bis(triphenylphosphine)-palladium(II) dichloride (7.0 mg, 0.010 mmol), and 1 M Na2CO3 (1 mL). The resulting mixture was de-gassed with Ar for 10 min, af... Starting materials: ClCCl, CC(C)c1c(C=CC2CC(O)CC(=O)O2)n(-c2ccc(F)cc2)c(=O)c2ccccc12. Product: CC(C)c1c(CCC2CC(O)CC(=O)O2)n(-c2ccc(F)cc2)c(=O)c2ccccc12. Reaction SMILES: [Cl:32][CH2:33][Cl:34].[F:1][c:2]1[cH:3][cH:4][c:5](-[n:8]2[c:9](=[O:31])[c:10]3[cH:11][cH:12][cH:13][cH:14][c:15]3[c:16]([CH:28]([CH3:29])[CH3:30])[c:17]2[CH:18]=[CH:19][CH:20]2[CH2:21][CH:22]([OH:27])[CH2:23][C:24](=[O:26])[O:25]2)[cH:6][cH:7]1>>[F:1][c:2]1[cH:3][cH:4][c:5](-[n:8]2[c:9](=[O:31])[c:10]3[cH:11][cH:12][cH:13][cH:14][c:15]3[c:16]([CH:28]([CH3:29])[CH3:30])[c:17]2[CH2:18][CH2:19][CH:20]2[CH2:21][CH:22]([OH:27])[CH2:23][C:24](=[O:26])[O:25]2)[cH:6][cH:7]1. The reactants are [OH-].[Na+] (NaOH), OC1CCN(CC1)C(=O)OC(C)(C)C (Tert-butyl 4-hydroxypiperidine-1-carboxylate), ClCC(=O)N1CCCC1 (2-chloro-1-pyrrolidin-1-yl-ethanone), C1(=CC=CC=C1)C (toluene). Reagents/catalysts: S(=O)(=O)(O)[O-].C(CCC)[N+](CCCC)(CCCC)CCCC (tetrabutylammonium hydrogensulfate). Solvent: O (water). Conditions: temperature 25 celsius, time 8 hour. The product is O=C(COC1CCN(CC1)C(=O)OC(C)(C)C)N1CCCC1 (Tert-butyl 4-(2-oxo-2-(pyrrolidin-1-yl)ethoxy)piperidine-1-carboxylate). Isolated yield 116.0%. Reaction SMILES: [OH:1][CH:2]1[CH2:7][CH2:6][N:5]([C:8]([O:10][C:11]([CH3:14])([CH3:13])[CH3:12])=[O:9])[CH2:4][CH2:3]1.Cl[CH2:16][C:17]([N:19]1[CH2:23][CH2:22][CH2:21][CH2:20]1)=[O:18].C1(C)C=CC=CC=1.[OH-].[Na+]>S([O-])(O)(=O)=O.C([N+](CCCC)(CCCC)CCCC)CCC.O>[O:18]=[C:17]([N:19]1[CH2:23][CH2:22][CH2:21][CH2:20]1)[CH2:16][O:1][CH:2]1[CH2:3][CH2:4][N:5]([C:8]([O:10][C:11]([CH3:14])([CH3:13])[CH3:12])=[O:9])[CH2:6][CH2:7]1 |f:3.4,5.6|. Procedure: Tert-butyl 4-hydroxypiperidine-1-carboxylate (4 g, 19.87 mmol), tetrabutylammonium hydrogensulfate (0.337 g, 0.99 mmol) and 2-chloro-1-pyrrolidin-1-yl-ethanone (3.87 g, 25.84 mmol) were added to toluene (50 mL) to this was added NaOH (19.87 g, 198.75 mmol) in water (20 ml) and the reaction was stirred at 25° C. overnight. The reaction mixture was quenched with water (100 mL), extracted with Et2O (3×75 mL), the organic layer was dried over MgSO4, filtered and evaporated to afford the desired mate...